This data is from the Open Reaction Database (ORD), a public repository of structured organic reaction records. The task is: describe an organic reaction: reactants, conditions, products, and yield Starting materials: [Br-], COc1ccc(CCCc2c[nH]c(C(=O)N3CCCC3C(=O)NC(C=O)CC(=O)O)n2)cc1, CO, [K+]. The product is O=CC(CC(=O)O)NC(=O)C1CCCN1C(=O)c1nc(CCCc2ccc(O)cc2)c[nH]1. RXN SMILES: [Br-:34].[CH3:1][O:2][c:3]1[cH:4][cH:5][c:6]([CH2:9][CH2:10][CH2:11][c:12]2[n:13][c:14]([C:17](=[O:18])[N:19]3[CH:20]([C:21](=[O:22])[NH:23][CH:24]([CH2:25][C:26](=[O:27])[OH:28])[CH:29]=[O:30])[CH2:31][CH2:32][CH2:33]3)[nH:15][cH:16]2)[cH:7][cH:8]1.[CH3:36][OH:37].[K+:35]>>[OH:2][c:3]1[cH:4][cH:5][c:6]([CH2:9][CH2:10][CH2:11][c:12]2[n:13][c:14]([C:17](=[O:18])[N:19]3[CH:20]([C:21](=[O:22])[NH:23][CH:24]([CH2:25][C:26](=[O:27])[OH:28])[CH:29]=[O:30])[CH2:31][CH2:32][CH2:33]3)[nH:15][cH:16]2)[cH:7][cH:8]1. Starting materials: BrC1=C(C=CC(=C1)F)C (2-bromo-4-fluorotoluene), BrN1C(CCC1=O)=O (N-bromosuccinimide). Reagents/catalysts: C(C1=CC=CC=C1)(=O)OOC(C1=CC=CC=C1)=O (benzoyl peroxide). Solvent: C(Cl)(Cl)(Cl)Cl (carbon tetrachloride). Product: BrC1=C(CBr)C=CC(=C1)F (2-bromo-4-fluorobenzyl bromide). The yield is 100.6%. As a reaction SMILES: [Br:1][C:2]1[CH:7]=[C:6]([F:8])[CH:5]=[CH:4][C:3]=1[CH3:9].[Br:10]N1C(=O)CCC1=O>C(Cl)(Cl)(Cl)Cl.C(OOC(=O)C1C=CC=CC=1)(=O)C1C=CC=CC=1>[Br:1][C:2]1[CH:7]=[C:6]([F:8])[CH:5]=[CH:4][C:3]=1[CH2:9][Br:10]. Procedure: By the method of Example 7, Step C, 75 g (0.40 mole) of 2-bromo-4-fluorotoluene, 70.6 g (0.40 mole) of N-bromosuccinimide, and 2.5 g (0.03 mole) of benzoyl peroxide were reacted in 450 ml of carbon tetrachloride, yielding 107.8 g of impure 2-bromo-4-fluorobenzyl bromide (68% assay). Reaction SMILES: [Br:1][c:2]1[cH:3][c:4]([CH:18]([OH:19])[c:20]2[cH:21][n:22][c:23]([O:26][CH3:27])[cH:24][cH:25]2)[cH:5][c:6]([O:8][CH2:9][c:10]2[cH:11][cH:12][c:13]([O:16][CH3:17])[cH:14][cH:15]2)[cH:7]1.[CH2:40]([Cl:41])[Cl:42].[Na+:32].[Na+:33].[Na+:34].[O-:28][C:29]([OH:30])=[O:31].[O-:35][S:36]([O-:37])(=[S:38])=[O:39]>>[Br:1][c:2]1[cH:3][c:4]([C:18](=[O:19])[c:20]2[cH:21][n:22][c:23]([O:26][CH3:27])[cH:24][cH:25]2)[cH:5][c:6]([O:8][CH2:9][c:10]2[cH:11][cH:12][c:13]([O:16][CH3:17])[cH:14][cH:15]2)[cH:7]1. Starting materials: COc1ccc(COc2cc(Br)cc(C(O)c3ccc(OC)nc3)c2)cc1, ClCCl, [Na+], [Na+], [Na+], O=C([O-])O, O=S([O-])([O-])=S. Product: COc1ccc(COc2cc(Br)cc(C(=O)c3ccc(OC)nc3)c2)cc1.